This data is from the Open Reaction Database (ORD), a public repository of structured organic reaction records. The task is: describe an organic reaction: reactants, conditions, products, and yield Starting materials: CC#N, S=C=NCc1ccccc1, NNC(=O)c1cccs1. The product is O=C(NNC(=S)NCc1ccccc1)c1cccs1. Reaction SMILES: [CH3:20][C:21]#[N:22].[S:10]=[C:11]=[N:12][CH2:13][c:14]1[cH:15][cH:16][cH:17][cH:18][cH:19]1.[s:1]1[c:2]([C:6](=[O:7])[NH:8][NH2:9])[cH:3][cH:4][cH:5]1>>[s:1]1[c:2]([C:6](=[O:7])[NH:8][NH:9][C:11](=[S:10])[NH:12][CH2:13][c:14]2[cH:15][cH:16][cH:17][cH:18][cH:19]2)[cH:3][cH:4][cH:5]1. Reactants: CCO, CCOCC, Cl, CC(NC(=O)OCc1ccccc1)C(O)COc1ccc(F)cc1F. Yields the product [Cl-], CC([NH3+])C(O)COc1ccc(F)cc1F. Reaction SMILES: [CH3:27][CH2:28][OH:29].[CH3:30][CH2:31][O:32][CH2:33][CH3:34].[ClH:26].[F:1][c:2]1[c:3]([O:4][CH2:5][CH:6]([CH:7]([CH3:8])[NH:9][C:10](=[O:11])[O:12][CH2:13][c:14]2[cH:15][cH:16][cH:17][cH:18][cH:19]2)[OH:20])[cH:21][cH:22][c:23]([F:25])[cH:24]1>>[Cl-:26].[F:1][c:2]1[c:3]([O:4][CH2:5][CH:6]([CH:7]([CH3:8])[NH3+:9])[OH:20])[cH:21][cH:22][c:23]([F:25])[cH:24]1. Starting materials: ClC=1C(=NC=NC1Cl)N (5,6-dichloropyrimidin-4-amine), OCC1CCN(CC1)C(=O)OC(C)(C)C (tert-butyl 4-(hydroxymethyl)piperidine-1-carboxylate), O(C1=CC=CC=C1)C1=CC=C(C=C1)B(O)O ((4-phenoxyphenyl)boronic acid), C(C#CC)(=O)O (but-2-ynoic acid). The product is NC1=C(C(=NC=N1)OCC1CCN(CC1)C(C#CC)=O)C1=CC=C(C=C1)OC1=CC=CC=C1 (1-(4-(((6-amino-5-(4-phenoxyphenyl)pyrimidin-4-yl)oxy)methyl)piperidin-1-yl)but-2-yn-1-one). As a reaction SMILES: Cl[C:2]1[C:3]([NH2:9])=[N:4][CH:5]=[N:6][C:7]=1Cl.[OH:10][CH2:11][CH:12]1[CH2:17][CH2:16][N:15]([C:18]([O:20]C(C)(C)C)=O)[CH2:14][CH2:13]1.[O:25]([C:32]1[CH:37]=[CH:36][C:35](B(O)O)=[CH:34][CH:33]=1)[C:26]1[CH:31]=[CH:30][CH:29]=[CH:28][CH:27]=1.[C:41](O)(=O)[C:42]#[C:43]C>>[NH2:9][C:3]1[N:4]=[CH:5][N:6]=[C:7]([O:10][CH2:11][CH:12]2[CH2:13][CH2:14][N:15]([C:18](=[O:20])[C:41]#[C:42][CH3:43])[CH2:16][CH2:17]2)[C:2]=1[C:29]1[CH:30]=[CH:31][C:26]([O:25][C:32]2[CH:37]=[CH:36][CH:35]=[CH:34][CH:33]=2)=[CH:27][CH:28]=1. Procedure details: 1-(4-(((6-amino-5-(4-phenoxyphenyl)pyrimidin-4-yl)oxy)methyl)piperidin-1-yl)but-2-yn-1-one was prepared from 5,6-dichloropyrimidin-4-amine, tert-butyl 4-(hydroxymethyl)piperidine-1-carboxylate, (4-phenoxyphenyl)boronic acid, and but-2-ynoic acid using methods A, C, D, and E. HPLC purity: 100%. MS: m/z=443 [M+H]+. The reactants are C(C)[C@]12C(CC[C@H]2[C@H]2[C@H](CC1)C=1CC=C(CC1C(C2)C)OC)=O (13-ethyl-6-methyl-3-methoxygona-2,5(10)-dien-17-one), [C-]#[C-].[Li+].[Li+].C(CN)N (lithium acetylide ethylenediamine). Run in CC(=O)N(C)C (dimethylacetamide). Reaction conditions: time 0.5 hour. The product is C(C)[C@]12[C@](CC[C@H]2[C@H]2[C@H](CC1)C=1CC=C(CC1C(C2)C)OC)(O)C#C (13-ethyl-3-methoxy-6-methyl-17α-ethynyl-17-hydroxygona-2,5(10)-diene). Yield: 89.8%. Reaction SMILES: [CH2:1]([C@:3]12[CH2:11][CH2:10][C@@H:9]3[C:12]4[CH2:13][CH:14]=[C:15]([O:21][CH3:22])[CH2:16][C:17]=4[CH:18]([CH3:20])[CH2:19][C@H:8]3[C@@H:7]1[CH2:6][CH2:5][C:4]2=[O:23])[CH3:2].[C-]#[C-].[Li+].[Li+].[CH2:28](N)[CH2:29]N>CC(N(C)C)=O>[CH2:1]([C@:3]12[CH2:11][CH2:10][C@@H:9]3[C:12]4[CH2:13][CH:14]=[C:15]([O:21][CH3:22])[CH2:16][C:17]=4[CH:18]([CH3:20])[CH2:19][C@H:8]3[C@@H:7]1[CH2:6][CH2:5][C@:4]2([C:28]#[CH:29])[OH:23])[CH3:2] |f:1.2.3.4|. Reported procedure: Dissolve dl-13-ethyl-6-methyl-3-methoxygona-2,5(10)-dien-17-one (3.6 g) in dimethylacetamide (35 ml) and stir in a stream of acteylene for 0.5 hour. Add solid lithium acetylide-ethylenediamine (2.7 g) and stir the solution for 4 hours. Pour the reaction mixture onto ice, extract with ether, wash the ether layer with water, dry, and evaporate to obtain dl-13-ethyl-3-methoxy-6-methyl-17α-ethynyl-17-hydroxygona-2,5(10)-diene (3.5 g) as a gum; infrared absorption peaks (sodium chloride) at 2.90 μ, 3... The reactants are ClC(Cl)(OC(OC(Cl)(Cl)Cl)=O)Cl (triphosgene), COC=1C=C2C(=CC=NC2=CC1OC)OC1=CC(=C(N)C=C1)F (4-[(6, 7-Dimethoxy-4-quinolyl)oxy]-2-fluoroaniline), CC(C(C)C)N (1,2-dimethylpropylamine). Solvent: C(C)N(CC)CC (triethylamine), ClCCl (dichloromethane), C(Cl)(Cl)Cl (chloroform). Conditions: time 30 minute. Yields the product COC=1C=C2C(=CC=NC2=CC1OC)OC1=CC(=C(C=C1)NC(=O)NC(C(C)C)C)F (N-{4-[(6,7-Dimethoxy-4-quinolyl)oxy]-2-fluorophenyl}-N′-(1,2-dimethylpropyl)urea). Yield: 65.0%. As a reaction SMILES: [CH3:1][O:2][C:3]1[CH:4]=[C:5]2[C:10](=[CH:11][C:12]=1[O:13][CH3:14])[N:9]=[CH:8][CH:7]=[C:6]2[O:15][C:16]1[CH:22]=[CH:21][C:19]([NH2:20])=[C:18]([F:23])[CH:17]=1.ClC(Cl)(O[C:28](=[O:34])OC(Cl)(Cl)Cl)Cl.[CH3:36][CH:37]([NH2:41])[CH:38]([CH3:40])[CH3:39]>C(Cl)(Cl)Cl.C(N(CC)CC)C.ClCCl>[CH3:1][O:2][C:3]1[CH:4]=[C:5]2[C:10](=[CH:11][C:12]=1[O:13][CH3:14])[N:9]=[CH:8][CH:7]=[C:6]2[O:15][C:16]1[CH:22]=[CH:21][C:19]([NH:20][C:28]([NH:41][CH:37]([CH3:36])[CH:38]([CH3:40])[CH3:39])=[O:34])=[C:18]([F:23])[CH:17]=1. Procedure: 4-[(6, 7-Dimethoxy-4-quinolyl)oxy]-2-fluoroaniline (100 mg) was dissolved in chloroform (5 ml) and triethylamine (1 ml), and a solution of triphosgene (47 mg) in dichloromethane was then added to the solution. The mixture was stirred at room temperature for 30 min. Next, 1,2-dimethylpropylamine (55 l) was added to the reaction solution, and the mixture was stirred at room temperature for 10 min. The solvent was removed by distillation under the reduced pressure. The residue was purified by chrom... RXN SMILES: [O:1]=[C:2]1[CH:7]=[C:6]([O:8][CH:9]2[CH2:14][CH2:13][N:12](C(OC(C)(C)C)=O)[CH2:11][CH2:10]2)[CH:5]=[CH:4][N:3]1[C:22]1[CH:23]=[N:24][CH:25]=[CH:26][CH:27]=1.[ClH:28]>CO>[ClH:28].[NH:12]1[CH2:11][CH2:10][CH:9]([O:8][C:6]2[CH:5]=[CH:4][N:3]([C:22]3[CH:23]=[N:24][CH:25]=[CH:26][CH:27]=3)[C:2](=[O:1])[CH:7]=2)[CH2:14][CH2:13]1 |f:3.4|. Yields the product Cl.N1CCC(CC1)OC1=CC(N(C=C1)C=1C=NC=CC1)=O (4-(piperidin-4-yloxy)-1-(pyridin-3-yl)pyridin-2(1H)-one hydrochloric acid salt). Reported procedure: A mixture of tert-butyl 4-(2-oxo-1-(pyridin-3-yl)-1,2-dihydropyridin-4-yloxy)piperidine-1-carboxylate (142 mg, 0.382 mmol), hydrogen chloride (4.0 M in 1,4-dioaxne, 1.5 mL, Aldrich) in MeOH (1.5 mL) was stirred at room temperature for 45 min and then concentrated to give the product (115 mg) as a light orange solid. The material was used in the next step without further purification. MS (ESI) 272 (M+H). Solvent: CO (MeOH). Reactants: O=C1N(C=CC(=C1)OC1CCN(CC1)C(=O)OC(C)(C)C)C=1C=NC=CC1 (tert-butyl 4-(2-oxo-1-(pyridin-3-yl)-1,2-dihydropyridin-4-yloxy)piperidine-1-carboxylate), Cl (hydrogen chloride). Reaction conditions: time 45 minute. Starting materials: BrCCOC1=CC=C(C=C1)C(=C(C(F)(F)F)C1=CC=C(C=C1)F)C1=CC=CC=C1 (1-[4-(2-bromoethoxy)-phenyl]-1-phenyl-3,3,3-trifluoro-2-(4-fluorophenyl)-propene), N1CCOCC1 (morpholine). Product: C1(=CC=CC=C1)C(=C(C(F)(F)F)C1=CC=C(C=C1)F)C1=CC=C(C=C1)OCCN1CCOCC1 (1-phenyl-3,3,3-trifluoro-2-(4-fluorophenyl)-1-[4-(2-morpholinoethoxy)-phenyl]-propene). Yield: 75.7%. RXN SMILES: Br[CH2:2][CH2:3][O:4][C:5]1[CH:10]=[CH:9][C:8]([C:11]([C:24]2[CH:29]=[CH:28][CH:27]=[CH:26][CH:25]=2)=[C:12]([C:17]2[CH:22]=[CH:21][C:20]([F:23])=[CH:19][CH:18]=2)[C:13]([F:16])([F:15])[F:14])=[CH:7][CH:6]=1.[NH:30]1[CH2:35][CH2:34][O:33][CH2:32][CH2:31]1>>[C:24]1([C:11]([C:8]2[CH:9]=[CH:10][C:5]([O:4][CH2:3][CH2:2][N:30]3[CH2:35][CH2:34][O:33][CH2:32][CH2:31]3)=[CH:6][CH:7]=2)=[C:12]([C:17]2[CH:22]=[CH:21][C:20]([F:23])=[CH:19][CH:18]=2)[C:13]([F:16])([F:15])[F:14])[CH:29]=[CH:28][CH:27]=[CH:26][CH:25]=1. Reported procedure: 3.25 g (7 mmoles) of 1-[4-(2-bromoethoxy)-phenyl]-1-phenyl-3,3,3-trifluoro-2-(4-fluorophenyl)-propene, prepared as described in Example 15, are reacted with morpholine as described in Example 1. The product is crystallized from hexane. 2.5 g (75.7%) of the aimed compound are obtained; m.p.: 67°-69° C. Starting materials: O=C([O-])[O-], CC(=O)CC(C)=O, CC(=O)[O-], CCO, [K+], O=N[O-], [Na+], [Na+], [Na+], O=[N+]([O-])O, O=P(O)(O)O, Nc1ccc(-n2cncn2)cc1. Yields the product CC(=O)C(=NNc1ccc(-n2cncn2)cc1)C(C)=O. As a reaction SMILES: [C:38](=[O:39])([O-:40])[O-:41].[CH3:26][C:27]([CH2:28][C:29]([CH3:30])=[O:31])=[O:32].[CH3:34][C:35](=[O:36])[O-:37].[CH3:44][CH2:45][OH:46].[K+:33].[N:22]([O-:23])=[O:24].[Na+:25].[Na+:42].[Na+:43].[OH:18][N+:19](=[O:20])[O-:21].[P:13](=[O:14])([OH:15])([OH:16])[OH:17].[n:1]1(-[c:6]2[cH:7][cH:8][c:9]([NH2:10])[cH:11][cH:12]2)[n:2][cH:3][n:4][cH:5]1>>[n:1]1(-[c:6]2[cH:7][cH:8][c:9]([NH:10][N:22]=[C:28]([C:27]([CH3:26])=[O:32])[C:29]([CH3:30])=[O:31])[cH:11][cH:12]2)[n:2][cH:3][n:4][cH:5]1.